From a dataset of the Open Reaction Database (ORD), a public repository of structured organic reaction records. describe an organic reaction: reactants, conditions, products, and yield Product: 15, OCCN1C(=NC2=CC=CC=C2C1=O)C1=CC=CC=C1 (3-(2-hydroxyethyl)-2-phenyl-4(3H)-quinazolinone). RXN SMILES: [C:1]1([C:7]2[NH:16][C:15](=[O:17])[C:14]3[C:9](=[CH:10][CH:11]=[CH:12][CH:13]=3)[N:8]=2)[CH:6]=[CH:5][CH:4]=[CH:3][CH:2]=1.[H-].[Na+].Br[CH2:21][CH2:22][OH:23]>CN(C)C=O>[OH:23][CH2:22][CH2:21][N:16]1[C:15](=[O:17])[C:14]2[C:9](=[CH:10][CH:11]=[CH:12][CH:13]=2)[N:8]=[C:7]1[C:1]1[CH:2]=[CH:3][CH:4]=[CH:5][CH:6]=1 |f:1.2|. Starting materials: [H-].[Na+] (sodium hydride), BrCCO (2-bromoethanol), 18, C1(=CC=CC=C1)C1=NC2=CC=CC=C2C(N1)=O (2-phenyl-4(3H)-quinazolinone). Conditions: time 1 hour. The solvent is CN(C=O)C (N,N-dimethylformamide). Procedure: To a stirred mixture of 18 parts of 2-phenyl-4(3H)-quinazolinone and 225 parts of N,N-dimethylformamide are added portionwise at room temperature 3.2 parts of sodium hydride dispersion 60% (exothermic reaction: the temperature rises to 34° C.). After the addition is complete, the whole is stirred for 10 minutes whereafter 12.4 parts of 2-bromoethanol are added dropwise (slightly exothermic). Upon completion, stirring is continued first for one hour at room temperature, then for 2 hours at 80° C.... Reactants: B, CC(C)(C)OC(=O)N1CCC(c2ccccc2C(=O)O)CC1, C1CCOC1, CSC. The product is CC(C)(C)OC(=O)N1CCC(c2ccccc2CO)CC1. Reaction SMILES: [BH3:31].[C:1]([CH3:2])([CH3:3])([CH3:4])[O:5][C:6](=[O:7])[N:8]1[CH2:9][CH2:10][CH:11]([c:14]2[c:15]([C:20](=[O:21])[OH:22])[cH:16][cH:17][cH:18][cH:19]2)[CH2:12][CH2:13]1.[CH2:23]1[O:24][CH2:25][CH2:26][CH2:27]1.[CH3:28][S:29][CH3:30]>>[C:1]([CH3:2])([CH3:3])([CH3:4])[O:5][C:6](=[O:7])[N:8]1[CH2:9][CH2:10][CH:11]([c:14]2[c:15]([CH2:20][OH:21])[cH:16][cH:17][cH:18][cH:19]2)[CH2:12][CH2:13]1. The reactants are CC(C)O, Nc1ccc(Cl)cc1F, COc1cc2ncnc(Cl)c2cc1OC, Cl. Yields the product Cl, COc1cc2ncnc(Nc3ccc(Cl)cc3F)c2cc1OC. RXN SMILES: [CH:26]([OH:27])([CH3:28])[CH3:29].[Cl:17][c:18]1[cH:19][c:20]([F:25])[c:21]([NH2:22])[cH:23][cH:24]1.[Cl:2][c:3]1[n:4][cH:5][n:6][c:7]2[cH:8][c:9]([O:15][CH3:16])[c:10]([O:13][CH3:14])[cH:11][c:12]12.[ClH:1]>>[ClH:2].[c:3]1([NH:22][c:21]2[c:20]([F:25])[cH:19][c:18]([Cl:17])[cH:24][cH:23]2)[n:4][cH:5][n:6][c:7]2[cH:8][c:9]([O:15][CH3:16])[c:10]([O:13][CH3:14])[cH:11][c:12]12. Reactants: C=CCN1C(=O)CN=C(c2ccccc2F)c2cc(Cl)ccc21, [K+], O=[Mn](=O)(=O)[O-], O, c1ccncc1. Yields the product O=C1CN=C(c2ccccc2F)c2cc(Cl)ccc2N1CC(O)CO. RXN SMILES: [CH2:1]([CH:2]=[CH2:3])[N:4]1[C:5](=[O:23])[CH2:6][N:7]=[C:8]([c:16]2[c:17]([F:22])[cH:18][cH:19][cH:20][cH:21]2)[c:9]2[c:10]1[cH:11][cH:12][c:13]([Cl:15])[cH:14]2.[K+:29].[Mn:24](=[O:25])([O-:26])(=[O:27])=[O:28].[OH2:30].[cH:31]1[cH:32][cH:33][n:34][cH:35][cH:36]1>>[CH2:1]([CH:2]([CH2:3][OH:30])[OH:25])[N:4]1[C:5](=[O:23])[CH2:6][N:7]=[C:8]([c:16]2[c:17]([F:22])[cH:18][cH:19][cH:20][cH:21]2)[c:9]2[c:10]1[cH:11][cH:12][c:13]([Cl:15])[cH:14]2.